Dataset: the Open Reaction Database (ORD), a public repository of structured organic reaction records. Task: describe an organic reaction: reactants, conditions, products, and yield The reactants are BrC=1C=C(C=C(C1OC)C=O)S(=O)(=O)N (3-bromo-5-formyl-4-methoxy-benzenesulfonamide), C(#N)C=1C=CC(=C(C1)B(O)O)OC (5-cyano-2-methoxy-benzeneboronic acid). Product: C(#N)C=1C=CC(=C(C1)C1=CC(=CC(=C1OC)C=O)S(=O)(=O)N)OC (5′-cyano-5-formyl-6,2′-dimethoxybiphenyl-3-sulfonamide). Reaction SMILES: Br[C:2]1[CH:3]=[C:4]([S:12]([NH2:15])(=[O:14])=[O:13])[CH:5]=[C:6]([CH:10]=[O:11])[C:7]=1[O:8][CH3:9].[C:16]([C:18]1[CH:19]=[CH:20][C:21]([O:27][CH3:28])=[C:22](B(O)O)[CH:23]=1)#[N:17]>>[C:16]([C:18]1[CH:19]=[CH:20][C:21]([O:27][CH3:28])=[C:22]([C:2]2[C:7]([O:8][CH3:9])=[C:6]([CH:10]=[O:11])[CH:5]=[C:4]([S:12]([NH2:15])(=[O:14])=[O:13])[CH:3]=2)[CH:23]=1)#[N:17]. Procedure details: Proceeding as in Reference 19, but substituting 3-bromo-5-formyl-4-methoxy-benzenesulfonamide and 5-cyano-2-methoxy-benzeneboronic acid, gave 5′-cyano-5-formyl-6,2′-dimethoxybiphenyl-3-sulfonamide. The reactants are FC1=C(C=CC(=C1F)O)C=1C=NC(=NC1)C=1C=NC(=CC1)OCCCCCC (5-(2,3-difluoro-4-hydroxyphenyl)-2-(6-hexyloxypyridin-3-yl)pyrimidine), BrCCCCCCCC (1-bromooctane). The solvent is CN(C)C=O (DMF). Yields the product FC1=C(C=CC(=C1F)OCCCCCCCC)C=1C=NC(=NC1)C=1C=NC(=CC1)OCCCCCC (5-(2,3-difluoro-4-octyloxyphenyl)-2-(6-hexyloxypyridin-3-yl)pyrimidine). The yield is 61.0%. RXN SMILES: [F:1][C:2]1[C:7]([F:8])=[C:6]([OH:9])[CH:5]=[CH:4][C:3]=1[C:10]1[CH:11]=[N:12][C:13]([C:16]2[CH:17]=[N:18][C:19]([O:22][CH2:23][CH2:24][CH2:25][CH2:26][CH2:27][CH3:28])=[CH:20][CH:21]=2)=[N:14][CH:15]=1.Br[CH2:30][CH2:31][CH2:32][CH2:33][CH2:34][CH2:35][CH2:36][CH3:37]>CN(C=O)C>[F:1][C:2]1[C:7]([F:8])=[C:6]([O:9][CH2:30][CH2:31][CH2:32][CH2:33][CH2:34][CH2:35][CH2:36][CH3:37])[CH:5]=[CH:4][C:3]=1[C:10]1[CH:15]=[N:14][C:13]([C:16]2[CH:17]=[N:18][C:19]([O:22][CH2:23][CH2:24][CH2:25][CH2:26][CH2:27][CH3:28])=[CH:20][CH:21]=2)=[N:12][CH:11]=1. Procedure: The etherification of 12 mmol of 5-(2,3-difluoro-4-hydroxyphenyl)-2-(6-hexyloxypyridin-3-yl)pyrimidine using 13.2 mmol of 1-bromooctane in 100 ml of DMF is carried out analogously to the procedure indicated for Example 3. The crude product is chromatographed on silica gel 60 using dichloromethane as eluent and is recrystallized from n-heptane and toluene, giving 3.6 g (61%) of colorless crystals, whose analytical data correspond to those of the compound obtained as described in 1a). Reaction SMILES: [C:1]([O:5][C:6]([C:8]1[CH:13]=[CH:12][C:11]([CH:14]2[CH2:19][CH2:18][C:17](=O)[CH2:16][CH2:15]2)=[C:10]([CH2:21][NH:22][CH3:23])[CH:9]=1)=[O:7])([CH3:4])([CH3:3])[CH3:2].[CH2:24]([NH2:27])[CH:25]=[CH2:26]>>[CH2:24]([NH:27][C@H:17]1[CH2:18][CH2:19][C@H:14]([C:11]2[CH:12]=[CH:13][C:8]([C:6]([O:5][C:1]([CH3:4])([CH3:3])[CH3:2])=[O:7])=[CH:9][C:10]=2[CH2:21][NH:22][CH3:23])[CH2:15][CH2:16]1)[CH:25]=[CH2:26]. The product is C(C=C)N[C@@H]1CC[C@H](CC1)C1=C(C=C(C=C1)C(=O)OC(C)(C)C)CNC (trans-N-allyl-4-(4-tert.butoxycarbonyl-methylaminomethylphenyl)cyclohexylamine). Reported procedure: from 4-(4-tert.butoxycarbonyl-methylaminomethylphenyl)-cyclohexanone and allylamine. Colourless oil. Rf value: 0.52 (alumina, petroleum ether/ethyl acetate=3:1, v:v). Reactants: C(C)(C)(C)OC(=O)C1=CC(=C(C=C1)C1CCC(CC1)=O)CNC (4-(4-tert.butoxycarbonyl-methylaminomethylphenyl)-cyclohexanone), C(C=C)N (allylamine), petroleum ether ethyl acetate. Starting materials: Cc1cc(CC(OC(=O)N2CCC(N3CCc4ccccc4NC3=O)CC2)C(=O)N2CCC(C3CCN(CC(=O)O)CC3)CC2)cc(C)c1O, CN(C)C(=O)CO. The product is Cc1cc(CC(OC(=O)N2CCC(N3CCc4ccccc4NC3=O)CC2)C(=O)N2CCC(C3CCN(CC(=O)OCC(=O)N(C)C)CC3)CC2)cc(C)c1O. Reaction SMILES: [O:1]=[C:2]1[NH:3][c:4]2[c:5]([cH:47][cH:48][cH:49][cH:50]2)[CH2:6][CH2:7][N:8]1[CH:9]1[CH2:10][CH2:11][N:12]([C:15](=[O:16])[O:17][CH:18]([C:19](=[O:20])[N:21]2[CH2:22][CH2:23][CH:24]([CH:27]3[CH2:28][CH2:29][N:30]([CH2:33][C:34](=[O:35])[OH:36])[CH2:31][CH2:32]3)[CH2:25][CH2:26]2)[CH2:37][c:38]2[cH:39][c:40]([CH3:46])[c:41]([OH:45])[c:42]([CH3:44])[cH:43]2)[CH2:13][CH2:14]1.[OH:51][CH2:52][C:53](=[O:54])[N:55]([CH3:56])[CH3:57]>>[O:1]=[C:2]1[NH:3][c:4]2[c:5]([cH:47][cH:48][cH:49][cH:50]2)[CH2:6][CH2:7][N:8]1[CH:9]1[CH2:10][CH2:11][N:12]([C:15](=[O:16])[O:17][CH:18]([C:19](=[O:20])[N:21]2[CH2:22][CH2:23][CH:24]([CH:27]3[CH2:28][CH2:29][N:30]([CH2:33][C:34](=[O:35])[O:36][CH2:52][C:53](=[O:54])[N:55]([CH3:56])[CH3:57])[CH2:31][CH2:32]3)[CH2:25][CH2:26]2)[CH2:37][c:38]2[cH:39][c:40]([CH3:46])[c:41]([OH:45])[c:42]([CH3:44])[cH:43]2)[CH2:13][CH2:14]1. Starting materials: ClCC(C(C)C1=CC(=C(C=C1)C1=CC=CC=C1)F)=O ((+)-1-chloro-3-(2-fluoro-4-biphenylyl)-2-butanone), C(Cl)(Cl)Cl (CHCl3), CNC(=S)N (N-methylthiourea), C([O-])(O)=O.[Na+] (sodium bicarbonate). Solvent: CO (methanol), [Na+].[Cl-] (NaCl). Product: CNC=1SC=C(N1)C(C)C1=CC(=C(C=C1)C1=CC=CC=C1)F ((+)-2-methylamino-4-(1-(2-fluoro-4-biphenylyl)ethyl)thiazole). The yield is 70.0%. As a reaction SMILES: Cl[CH2:2][C:3](=O)[CH:4]([C:6]1[CH:11]=[CH:10][C:9]([C:12]2[CH:17]=[CH:16][CH:15]=[CH:14][CH:13]=2)=[C:8]([F:18])[CH:7]=1)[CH3:5].C(Cl)(Cl)Cl.[CH3:24][NH:25][C:26]([NH2:28])=[S:27].C(=O)(O)[O-].[Na+]>CO.[Na+].[Cl-]>[CH3:24][NH:25][C:26]1[S:27][CH:2]=[C:3]([CH:4]([C:6]2[CH:11]=[CH:10][C:9]([C:12]3[CH:17]=[CH:16][CH:15]=[CH:14][CH:13]=3)=[C:8]([F:18])[CH:7]=2)[CH3:5])[N:28]=1 |f:3.4,6.7|. Procedure: A mixture of (+)-1-chloro-3-(2-fluoro-4-biphenylyl)-2-butanone (27.7 mg, 0.1 mmol; [α]D25°C. +180° (c=0.744, CHCl3), N-methylthiourea (9 mg, 0.1 mmol) and sodium bicarbonate (9.2 mg, 0.11 mmol) in methanol (1 ml) was stirred at room temperature for 28 hr and the mixture was diluted with NaCl aq., then extracted with ethyl acetate. The extracts were dried with magnesium sulfate and evaporated under reduced pressure to a residue, which was chromatographed to afford (+)-2-methylamino-4-(1-(2-fluoro... Starting materials: C1CCOC1, CCn1c(=O)c(CCCC(=O)O)c(-c2cccc(Cl)c2)c2ccc(C)nc21, O=C(Cl)C(=O)Cl, N, CN(C)C=O. Yields the product CCn1c(=O)c(CCCC(N)=O)c(-c2cccc(Cl)c2)c2ccc(C)nc21. Reaction SMILES: [CH2:35]1[O:36][CH2:37][CH2:38][CH2:39]1.[Cl:1][c:2]1[cH:3][c:4](-[c:8]2[c:9]([CH2:22][CH2:23][CH2:24][C:25](=[O:26])[OH:27])[c:10](=[O:21])[n:11]([CH2:19][CH3:20])[c:12]3[n:13][c:14]([CH3:18])[cH:15][cH:16][c:17]23)[cH:5][cH:6][cH:7]1.[Cl:28][C:29]([C:30]([Cl:31])=[O:32])=[O:33].[NH3:34].[O:40]=[CH:41][N:42]([CH3:43])[CH3:44]>>[Cl:1][c:2]1[cH:3][c:4](-[c:8]2[c:9]([CH2:22][CH2:23][CH2:24][C:25](=[O:27])[NH2:34])[c:10](=[O:21])[n:11]([CH2:19][CH3:20])[c:12]3[n:13][c:14]([CH3:18])[cH:15][cH:16][c:17]23)[cH:5][cH:6][cH:7]1. Starting materials: O1CCOC=2C=NC(=CC21)CN (1-(2,3-dihydro(1,4)dioxino(2,3-c)pyridin-7-yl)methaneamine), COC1=CC=C2N=CC(N(C2=C1)CCN1C(CC(CC1)=O)C(=O)OC)=O (methyl 1-(2-(7-methoxy-2-oxoquinoxalin-1(2H)-yl)ethyl)-4-oxopiperidine-2-carboxylate), C(O)([O-])=O.[Na+] (sodium hydrogen carbonate), C(C)(=O)O[BH-](OC(C)=O)OC(C)=O.[Na+] (sodium triacetoxyborohydride). The solvent is C(C)(=O)O (acetic acid), ClCCl (dichloromethane), ClCCl (dichloromethane), C(Cl)(Cl)Cl (chloroform), C(C)(=O)O (acetic acid). Run at time 1 hour. Product: O1CCOC=2C=NC(=CC21)CNC2CC(N(CC2)CCN2C(C=NC1=CC=C(C=C21)OC)=O)C(=O)OC (methyl 4-((2,3-dihydro(1,4)dioxino(2,3-c)pyridin-7-ylmethyl)amino)-1-(2-(7-methoxy-2-oxoquinoxalin-1(2H)-yl)ethyl)piperidine-2-carboxylate). Isolated yield 45.1%. As a reaction SMILES: [CH3:1][O:2][C:3]1[CH:12]=[C:11]2[C:6]([N:7]=[CH:8][C:9](=[O:26])[N:10]2[CH2:13][CH2:14][N:15]2[CH2:20][CH2:19][C:18](=O)[CH2:17][CH:16]2[C:22]([O:24][CH3:25])=[O:23])=[CH:5][CH:4]=1.[O:27]1[C:36]2[CH:35]=[C:34]([CH2:37][NH2:38])[N:33]=[CH:32][C:31]=2[O:30][CH2:29][CH2:28]1.C(O[BH-](OC(=O)C)OC(=O)C)(=O)C.[Na+].C(=O)([O-])O.[Na+]>C(Cl)(Cl)Cl.C(O)(=O)C.ClCCl>[O:27]1[C:36]2[CH:35]=[C:34]([CH2:37][NH:38][CH:18]3[CH2:19][CH2:20][N:15]([CH2:14][CH2:13][N:10]4[C:11]5[C:6](=[CH:5][CH:4]=[C:3]([O:2][CH3:1])[CH:12]=5)[N:7]=[CH:8][C:9]4=[O:26])[CH:16]([C:22]([O:24][CH3:25])=[O:23])[CH2:17]3)[N:33]=[CH:32][C:31]=2[O:30][CH2:29][CH2:28]1 |f:2.3,4.5|. Procedure: To 10 mL of a dichloromethane solution containing 0.10 g of methyl 1-(2-(7-methoxy-2-oxoquinoxalin-1(2H)-yl)ethyl)-4-oxopiperidine-2-carboxylate, 2 mL of a dichloromethane solution containing 55 mg of 1-(2,3-dihydro(1,4)dioxino(2,3-c)pyridin-7-yl)methaneamine and 32 μL of acetic acid were added at room temperature, and stirred at the same temperature for 1 hour, thereafter, 8 μL of acetic acid was further added, and stirred for 2.5 hours. To the reaction mixture, 59 mg of sodium triacetoxyborohy...